This data is from the Open Reaction Database (ORD), a public repository of structured organic reaction records. The task is: describe an organic reaction: reactants, conditions, products, and yield The reactants are NCC(CP(OCC)(=O)C(OCC)OCC)C1CCCCC1 (ethyl 3-amino-2-cyclohexylpropyl(diethoxymethyl)phosphinate). Run in Cl (hydrochloric acid). Yields the product NCC(CP(O)O)C1CCCCC1 (3-amino-2-cyclohexylpropylphosphonous acid). As a reaction SMILES: [NH2:1][CH2:2][CH:3]([CH:17]1[CH2:22][CH2:21][CH2:20][CH2:19][CH2:18]1)[CH2:4][P:5](C(OCC)OCC)(=[O:9])[O:6]CC>Cl>[NH2:1][CH2:2][CH:3]([CH:17]1[CH2:22][CH2:21][CH2:20][CH2:19][CH2:18]1)[CH2:4][P:5]([OH:9])[OH:6]. Procedure details: A solution of 1.4 g of ethyl 3-amino-2-cyclohexylpropyl(diethoxymethyl)phosphinate in 30 ml of 36% aqueous hydrochloric acid is heated to reflux for a period of 1 hour. The reaction mixture is then allowed to cool to room temperature, concentrated under reduced pressure and co-evaporated twice with 10 ml of water under reduced pressure. The crude product is then dissolved in 20 ml of water washed twice with 20 ml of diethyl ether and the aqueous layer is then separated and evaporated under reduc... The reactants are 3-Choloro-thiophene-2-carboxylic acid-[2-(4-methoxy-phenyl)-2-oxo-ethyl]-amide, Example 93a, ClC1=C(SC=C1)C(=O)Cl (3-chloro-thiophene-2-carbonyl chloride), NCC(=O)C1=CC=C(C=C1)OC (2-amino-4′-methoxyacetophenone). Yields the product ClC1=C(SC=C1)C=1OC(=CN1)C1=CC=C(C=C1)OC (2-(3-Chloro-thiophen-2-yl)-5-(4-methoxy-phenyl)-oxazole). As a reaction SMILES: [Cl:1][C:2]1[CH:6]=[CH:5][S:4][C:3]=1[C:7](Cl)=[O:8].[NH2:10][CH2:11][C:12]([C:14]1[CH:19]=[CH:18][C:17]([O:20][CH3:21])=[CH:16][CH:15]=1)=O>>[Cl:1][C:2]1[CH:6]=[CH:5][S:4][C:3]=1[C:7]1[O:8][C:12]([C:14]2[CH:19]=[CH:18][C:17]([O:20][CH3:21])=[CH:16][CH:15]=2)=[CH:11][N:10]=1. Reported procedure: 3-Choloro-thiophene-2-carboxylic acid-[2-(4-methoxy-phenyl)-2-oxo-ethyl]-amide: The title compound was prepared from 3-chloro-thiophene-2-carbonyl chloride and 2-amino-4′-methoxyacetophenone by a procedure similar to Example 93a as an orange solid. 1H NMR (DMSO-d6): 8.30 (s, NH), 8.02 (d, J=9.0 Hz, 1H), 7.89 (d, J=6.6 Hz, 2H), 7.20 (d, J=6.0 Hz, 2H), 7.10 (d, J=8.7 Hz, 1H), 4.80 (d, J=5.4 Hz, 2H), 3.86 (s, 3H). Starting materials: BrCCCCCBr, O=C([O-])[O-], CC(C)(C)OC(=O)NC1CCC(N)CC1, CCO, [K+], [K+]. Product: CC(C)(C)OC(=O)NC1CCC(N2CCCCC2)CC1. As a reaction SMILES: [Br:22][CH2:23][CH2:24][CH2:25][CH2:26][CH2:27][Br:28].[C:16](=[O:17])([O-:18])[O-:19].[C:1]([CH3:2])([CH3:3])([CH3:4])[O:5][C:6](=[O:7])[NH:8][CH:9]1[CH2:10][CH2:11][CH:12]([NH2:15])[CH2:13][CH2:14]1.[CH3:29][CH2:30][OH:31].[K+:20].[K+:21]>>[C:1]([CH3:2])([CH3:3])([CH3:4])[O:5][C:6](=[O:7])[NH:8][CH:9]1[CH2:10][CH2:11][CH:12]([N:15]2[CH2:23][CH2:24][CH2:25][CH2:26][CH2:27]2)[CH2:13][CH2:14]1. The reactants are N1CCC(CC1)C1OC2=C(CN3C1=CC=C3)C=CC=C2 (11-(piperidin-4-yl)-5H,11H-pyrrolo[2,1-c][1,4]-benzoxazepine), OC1=C(C=C(CCCl)C=C1)OC (4-hydroxy-3-methoxyphenethyl chloride), C(=O)(O)[O-].[Na+] (NaHCO3). The solvent is C(C)(=O)OCCCC (n-butyl acetate). Yields the product OC1=C(C=C(C=C1)CCN1CCC(CC1)C1OC2=C(CN3C1=CC=C3)C=CC=C2)OC (11-{1-[2-(4-Hydroxy-3-methoxyphenyl)ethyl]piperidin-4-yl}-5H,11H-pyrrolo[2,1-c][1,4]benzoxazepine). Reaction SMILES: [NH:1]1[CH2:6][CH2:5][CH:4]([CH:7]2[C:13]3=[CH:14][CH:15]=[CH:16][N:12]3[CH2:11][C:10]3[CH:17]=[CH:18][CH:19]=[CH:20][C:9]=3[O:8]2)[CH2:3][CH2:2]1.[OH:21][C:22]1[CH:30]=[CH:29][C:25]([CH2:26][CH2:27]Cl)=[CH:24][C:23]=1[O:31][CH3:32].C([O-])(O)=O.[Na+]>C(OCCCC)(=O)C>[OH:21][C:22]1[CH:30]=[CH:29][C:25]([CH2:26][CH2:27][N:1]2[CH2:2][CH2:3][CH:4]([CH:7]3[C:13]4=[CH:14][CH:15]=[CH:16][N:12]4[CH2:11][C:10]4[CH:17]=[CH:18][CH:19]=[CH:20][C:9]=4[O:8]3)[CH2:5][CH2:6]2)=[CH:24][C:23]=1[O:31][CH3:32] |f:2.3|. Procedure details: A mixture of 11-(piperidin-4-yl)-5H,11H-pyrrolo[2,1-c][1,4]-benzoxazepine (5.1 g, 0.019 mole), 4-hydroxy-3-methoxyphenethyl chloride (4.25 g, 0.023 mole) and NaHCO3 (11 g) in 110 ml n-butyl acetate was heated at reflux for 18 hours. The reaction mixture was then cooled, filtered and concentrated to an oil. The product is CNC(=O)C(NC(=O)C(O)(CCN(Cc1ccc(Br)cc1)NC(=O)C(NC(=O)OC)C(C)(C)C)Cc1ccccc1)C(C)(C)C. As a reaction SMILES: [C:51]([O:52][BH-:53]([O:54][C:55](=[O:56])[CH3:57])[O:58][C:59](=[O:60])[CH3:61])(=[O:62])[CH3:63].[CH2:1]([c:2]1[cH:3][cH:4][cH:5][cH:6][cH:7]1)[C:8]([C:9](=[O:10])[NH:11][CH:12]([C:13]([CH3:14])([CH3:15])[CH3:16])[C:17]([NH:18][CH3:19])=[O:20])([CH2:21][CH2:22][OH:23])[OH:24].[CH3:25][O:26][C:27]([NH:28][CH:29]([C:30]([CH3:31])([CH3:32])[CH3:33])[C:34](=[O:35])[NH:36][NH:37][CH2:38][c:39]1[cH:40][cH:41][c:42]([Br:45])[cH:43][cH:44]1)=[O:46].[CH3:47][C:48](=[O:49])[OH:50].[Cl:65][CH2:66][CH2:67][Cl:68].[Na+:64]>>[CH2:1]([c:2]1[cH:3][cH:4][cH:5][cH:6][cH:7]1)[C:8]([C:9](=[O:10])[NH:11][CH:12]([C:13]([CH3:14])([CH3:15])[CH3:16])[C:17]([NH:18][CH3:19])=[O:20])([CH2:21][CH2:22][N:37]([NH:36][C:34]([CH:29]([NH:28][C:27]([O:26][CH3:25])=[O:46])[C:30]([CH3:31])([CH3:32])[CH3:33])=[O:35])[CH2:38][c:39]1[cH:40][cH:41][c:42]([Br:45])[cH:43][cH:44]1)[OH:24]. The reactants are CC(=O)O[BH-](OC(C)=O)OC(C)=O, CNC(=O)C(NC(=O)C(O)(CCO)Cc1ccccc1)C(C)(C)C, COC(=O)NC(C(=O)NNCc1ccc(Br)cc1)C(C)(C)C, CC(=O)O, ClCCCl, [Na+]. Reactants: ClC=1N=NC(=CC1)Cl (3,6-dichloropyridazine), CC=1C=C(C=CC1)C=1CCNCC1 (1,2,3,6-tetrahydro-4-(3-methylphenyl)pyridine), C([O-])([O-])=O.[Na+].[Na+] (sodium carbonate). Run in CN(C=O)C (N,N-dimethylformamide). Run at temperature 70 celsius. Yields the product ClC=1N=NC(=CC1)N1CCC(=CC1)C1=CC(=CC=C1)C (3-chloro-6-[3,6-dihydro-4-(3-methylphenyl)-1(2H)-pyridinyl]pyridazine). Isolated yield 24.0%. As a reaction SMILES: [Cl:1][C:2]1[N:3]=[N:4][C:5](Cl)=[CH:6][CH:7]=1.[CH3:9][C:10]1[CH:11]=[C:12]([C:16]2[CH2:17][CH2:18][NH:19][CH2:20][CH:21]=2)[CH:13]=[CH:14][CH:15]=1.C(=O)([O-])[O-].[Na+].[Na+]>CN(C)C=O>[Cl:1][C:2]1[N:3]=[N:4][C:5]([N:19]2[CH2:18][CH:17]=[C:16]([C:12]3[CH:13]=[CH:14][CH:15]=[C:10]([CH3:9])[CH:11]=3)[CH2:21][CH2:20]2)=[CH:6][CH:7]=1 |f:2.3.4|. Reported procedure: A mixture of 4.5 parts of 3,6-dichloropyridazine, 5.2 parts of 1,2,3,6-tetrahydro-4-(3-methylphenyl)pyridine, 5.3 parts of sodium carbonate and 72 parts of N,N-dimethylformamide was stirred and heated overnight at about 70° C. The reaction mixture was evaporated and water was added to the residue. The product was extracted with trichloromethane. The extract was dried, filtered and evaporated. The residue was purified by filtration over silica gel using a mixture of trichloromethane and methanol ... Run at time 10 minute. Reaction SMILES: FC(F)(F)S(O)(=O)=[O:4].N[C:10]1[CH:11]=[CH:12][C:13]([O:16][CH2:17][C:18]([O:20][CH3:21])=[O:19])=[N:14][CH:15]=1.ClCCl.N([O:27][C:28]([CH3:31])(C)C)=O>COCCOC.CCCCC>[C:28]([O:27][C:10]1[CH:11]=[CH:12][C:13]([O:16][CH2:17][C:18]([O:20][CH3:21])=[O:19])=[N:14][CH:15]=1)(=[O:4])[CH3:31]. The solvent is CCCCC (n-pentane), COCCOC (1,2-dimethoxyethane), COCCOC (1,2-dimethoxyethane), COCCOC (1,2-dimethoxyethane). Reactants: N(=O)OC(C)(C)C (t-butyl nitrite), FC(S(=O)(=O)O)(F)F (trifluoromethanesulfonic acid), NC=1C=CC(=NC1)OCC(=O)OC (5-amino-2-(methoxycarbonyl)methoxypyridine), ClCCl (dichloromethane). Yields the product C(C)(=O)OC=1C=CC(=NC1)OCC(=O)OC (5-acetoxy-2-(methoxycarbonyl)methoxypyridine). Reported procedure: 1.46 ml of trifluoromethanesulfonic acid was added to a mixture of 3.0 g of 5-amino-2-(methoxycarbonyl)methoxypyridine, 9 ml of 1,2-dimethoxyethane and 3 ml of dichloromethane dropwise at −10° C. The mixture was stirred for 10 minutes at the same temperature, then, to the reaction solution was added a solution of 2.35 ml of t-butyl nitrite in 1 ml of 1,2-dimethoxyethane dropwise at −10° C. or lower. 1,2-dimethoxyethane was added to the mixture, and it was stirred for 20 minutes at the same tempe...